From a dataset of the Open Reaction Database (ORD), a public repository of structured organic reaction records. describe an organic reaction: reactants, conditions, products, and yield The reactants are [OH-].[K+] (potassium hydroxide), Cl.C(CCCCCCCCCCC)NN (dodecylhydrazine hydrochloride), CN=C=O (methyl isocyanate). Run in C(C)OCC (diethyl ether), C(C)OCC (diethyl ether). Product: CNC(=O)N(N)CCCCCCCCCCCC (N-methyl-1-dodecyl-hydrazinecarboxamide). The yield is 94.1%. As a reaction SMILES: Cl.[CH2:2]([NH:14][NH2:15])[CH2:3][CH2:4][CH2:5][CH2:6][CH2:7][CH2:8][CH2:9][CH2:10][CH2:11][CH2:12][CH3:13].[OH-].[K+].[CH3:18][N:19]=[C:20]=[O:21]>C(OCC)C>[CH3:18][NH:19][C:20]([N:14]([CH2:2][CH2:3][CH2:4][CH2:5][CH2:6][CH2:7][CH2:8][CH2:9][CH2:10][CH2:11][CH2:12][CH3:13])[NH2:15])=[O:21] |f:0.1,2.3|. Procedure details: A stirred, degassed suspension of dodecylhydrazine hydrochloride (4.62 g, 0.017 mole) in diethyl ether (15 mL) was cooled under nitrogen and 4N aqueous potassium hydroxide (8.7 mL, 0.035 mole) was added. Stirring was continued as methyl isocyanate (0.97 g, 0.017 mole) in 5 mL diethyl ether was added dropwise. The mixture was filtered to yield 4.12 g (94.7%) N-methyl-1-dodecyl-hydrazinecarboxamide (m.p. 73°-75° C.). NMR analysis confirmed the structure. Starting materials: CCC[C@@H](C(=O)OCC)N[C@@H](C)C(=O)N1[C@H]2CCCC[C@H]2C[C@H]1C(=O)O (perindopril), [O-][N+]1=C(C(=NO1)OCCC(=O)O)S(=O)(=O)C1=CC=CC=C1 (3-[(5-Oxido-4-(phenylsulphonyl)-1,2,5-oxadiazol-3-yl)-oxy]-propionic acid). The product is [O-][N+]1=C(C(=NO1)OCCC(=O)O)S(=O)(=O)C1=CC=CC=C1.C(C)OC(=O)[C@H](CCC)N[C@H](C(=O)N1[C@@H](C[C@@H]2CCCC[C@H]12)C(=O)O)C (3-[(5-Oxido-4-(phenylsulphonyl)-1,2,5-oxadiazol-3-yl)-oxy]-propionic acid (2S,3aS,7aS)-1-[(2S)-2-{[(1S)-1-(ethoxycarbonyl)-butyl]-amino}-propionyl]-octahydro-1H-indole-2-carboxylic acid). Reaction SMILES: [CH3:1][CH2:2][CH2:3][C@H:4]([NH:10][C@H:11]([C:13]([N:15]1[C@H:23]([C:24]([OH:26])=[O:25])[CH2:22][C@H:21]2[C@@H:16]1[CH2:17][CH2:18][CH2:19][CH2:20]2)=[O:14])[CH3:12])[C:5]([O:7][CH2:8][CH3:9])=[O:6].[O-:27][N+:28]1[O:32][N:31]=[C:30]([O:33][CH2:34][CH2:35][C:36]([OH:38])=[O:37])[C:29]=1[S:39]([C:42]1[CH:47]=[CH:46][CH:45]=[CH:44][CH:43]=1)(=[O:41])=[O:40]>>[O-:27][N+:28]1[O:32][N:31]=[C:30]([O:33][CH2:34][CH2:35][C:36]([OH:38])=[O:37])[C:29]=1[S:39]([C:42]1[CH:47]=[CH:46][CH:45]=[CH:44][CH:43]=1)(=[O:40])=[O:41].[CH2:8]([O:7][C:5]([C@@H:4]([NH:10][C@@H:11]([CH3:12])[C:13]([N:15]1[C@@H:16]2[C@@H:21]([CH2:20][CH2:19][CH2:18][CH2:17]2)[CH2:22][C@H:23]1[C:24]([OH:26])=[O:25])=[O:14])[CH2:3][CH2:2][CH3:1])=[O:6])[CH3:9] |f:2.3|. Procedure: The compound is obtained according to the procedure described in Step E of Example 1, starting from perindopril and the compound obtained in Step B of Example 1.